Dataset: the Open Reaction Database (ORD), a public repository of structured organic reaction records. Task: describe an organic reaction: reactants, conditions, products, and yield Reactants: mixture, [Si](C)(C)(C(C)(C)C)O[C@H]1C[C@@H](CC2=CC=C3[C@@H]4CC=C([C@@]4(C)CC[C@@H]3[C@@]12C)CO\C=C\CC(CC)(O[Si](CC)(CC)CC)CC)O[Si](C)(C)C(C)(C)C (1α,3β-bis(tert-butyldimethylsilyloxy)-17-{4-ethyl-4-triethylsilyloxy-(2E)-hexenyloxymethyl}androsta-5,7,16-triene), O1CCCC1.[F-].C(CCC)[N+](CCCC)(CCCC)CCCC (tetra-n-butylammonium fluoride tetrahydrofuran). The product is C(C)C(C/C=C/OCC=1[C@]2(C)[C@@H](CC1)C1=CC=C3C[C@H](C[C@@H]([C@]3(C)[C@H]1CC2)O)O)(CC)O (17-{4-ethyl-4-hydroxy-(2E)-hexenyloxymethyl}-1α,3β-dihydroxyandrosta-5,7,16-triene). Yield: 73.0%. As a reaction SMILES: [Si]([O:8][C@@H:9]1[C@@:26]2([CH3:27])[C:13](=[CH:14][CH:15]=[C:16]3[C@@H:25]2[CH2:24][CH2:23][C@@:21]2([CH3:22])[C@H:17]3[CH2:18][CH:19]=[C:20]2[CH2:28][O:29]/[CH:30]=[CH:31]/[CH2:32][C:33]([CH2:44][CH3:45])([O:36][Si](CC)(CC)CC)[CH2:34][CH3:35])[CH2:12][C@@H:11]([O:46][Si](C(C)(C)C)(C)C)[CH2:10]1)(C(C)(C)C)(C)C.O1CCCC1.[F-].C([N+](CCCC)(CCCC)CCCC)CCC>>[CH2:34]([C:33]([OH:36])([CH2:44][CH3:45])[CH2:32]/[CH:31]=[CH:30]/[O:29][CH2:28][C:20]1[C@:21]2([CH2:23][CH2:24][C@H:25]3[C:16](=[CH:15][CH:14]=[C:13]4[C@:26]3([CH3:27])[C@@H:9]([OH:8])[CH2:10][C@H:11]([OH:46])[CH2:12]4)[C@@H:17]2[CH2:18][CH:19]=1)[CH3:22])[CH3:35] |f:1.2.3|. Procedure details: The mixture (540 mg) containing the 1α,3β-bis(tert-butyldimethylsilyloxy)-17-{4-ethyl-4-triethylsilyloxy-(2E)-hexenyloxymethyl}androsta-5,7,16-triene obtained in Example 10(1) and a 1M tetra-n-butylammonium fluoride tetrahydrofuran solution (7 ml) were subjected to reaction using a procedure similar to that of Example 5(2) (3 hours), worked up and purified by column chromatography (dichloromethane:ethyl acetate=1:4) to give the titled compound (222 mg, 73%) as a white foam. Reactants: FC1=C(C#N)C=CC(=C1)O (2-fluoro-4-hydroxybenzonitrile), C1=CC=C(C=C1)N(S(=O)(=O)C(F)(F)F)S(=O)(=O)C(F)(F)F (N-phenyltrifluoromethanesulfonimide), C(C)(C)N(C(C)C)CC (N,N-diisopropylethylamine). Conditions: time 16 hour. Yields the product C(C1=CC=CC=C1)C1=CC(=C(C#N)C=C1)F (4-Benzyl-2-fluoro-benzonitrile). Yield: 85.0%. RXN SMILES: [F:1][C:2]1[CH:9]=[C:8](O)[CH:7]=[CH:6][C:3]=1[C:4]#[N:5].[CH:11]1[CH:16]=[CH:15][C:14](N(S(C(F)(F)F)(=O)=O)S(C(F)(F)F)(=O)=O)=[CH:13][CH:12]=1.[CH:32](N(CC)C(C)C)(C)C>>[CH2:32]([C:8]1[CH:7]=[CH:6][C:3]([C:4]#[N:5])=[C:2]([F:1])[CH:9]=1)[C:14]1[CH:15]=[CH:16][CH:11]=[CH:12][CH:13]=1. Reported procedure: To a solution of 16.0 g (116.6 mmol) of 2-fluoro-4-hydroxybenzonitrile and 50.0 g (140.0 mmol) of N-phenyltrifluoromethanesulfonimide in 250 mL of dichlorormethane is added N,N-diisopropylethylamine and the mixture is stirred for 16 hr at room temperature. The mixture is then washed with 10% aqueous sodium bisulfate. The organic portion is separated and the aqueous portion is extracted three times with dichlorormethane. The combined organic portions are dried (Na2SO4), filtered and concentrated ... Starting materials: CN1CCCC1CN1CCN(Cc2ccccc2)CC1, C1CCOC1, [H][H]. Product: CN1CCCC1CN1CCNCC1. Reaction SMILES: [CH2:1]([c:2]1[cH:3][cH:4][cH:5][cH:6][cH:7]1)[N:8]1[CH2:9][CH2:10][N:11]([CH2:14][CH:15]2[N:16]([CH3:20])[CH2:17][CH2:18][CH2:19]2)[CH2:12][CH2:13]1.[CH2:23]1[O:24][CH2:25][CH2:26][CH2:27]1.[H:21][H:22]>>[NH:8]1[CH2:9][CH2:10][N:11]([CH2:14][CH:15]2[N:16]([CH3:20])[CH2:17][CH2:18][CH2:19]2)[CH2:12][CH2:13]1. Reactants: CCOC(=O)CC(C)=O, CC(=O)O, O=N[O-], [Na+], O. Yields the product CCOC(=O)C(=NO)C(C)=O. Reaction SMILES: [C:1]([CH2:2][C:3](=[O:4])[CH3:5])(=[O:6])[O:7][CH2:8][CH3:9].[CH3:14][C:15](=[O:16])[OH:17].[N:10](=[O:11])[O-:12].[Na+:13].[OH2:18]>>[C:1]([C:2]([C:3](=[O:4])[CH3:5])=[N:10][OH:11])(=[O:6])[O:7][CH2:8][CH3:9]. The reactants are CCCCCCCCc1cnc(-c2ccc(C(=O)O)cc2)nc1, CCOCC, [Cl-], ClC(Cl)(Cl)Cl, CCC(C)C(=O)c1ccc(O)cc1, O, c1ccncc1. Product: CCCCCCCCc1cnc(-c2ccc(C(=O)Oc3ccc(C(=O)C(C)CC)cc3)cc2)nc1. Reaction SMILES: [CH2:2]([CH2:3][CH2:4][CH2:5][CH2:6][CH2:7][CH2:8][CH3:9])[c:10]1[cH:11][n:12][c:13](-[c:16]2[cH:17][cH:18][c:19]([C:20](=[O:21])[OH:22])[cH:23][cH:24]2)[n:14][cH:15]1.[CH2:50]([O:51][CH2:52][CH3:53])[CH3:54].[Cl-:1].[Cl:45][C:46]([Cl:47])([Cl:48])[Cl:49].[O:31]=[C:32]([CH:33]([CH2:34][CH3:35])[CH3:36])[c:37]1[cH:38][cH:39][c:40]([OH:43])[cH:41][cH:42]1.[OH2:44].[cH:25]1[cH:26][cH:27][n:28][cH:29][cH:30]1>>[CH2:2]([CH2:3][CH2:4][CH2:5][CH2:6][CH2:7][CH2:8][CH3:9])[c:10]1[cH:11][n:12][c:13](-[c:16]2[cH:17][cH:18][c:19]([C:20](=[O:21])[O:22][c:40]3[cH:39][cH:38][c:37]([C:32](=[O:31])[CH:33]([CH2:34][CH3:35])[CH3:36])[cH:42][cH:41]3)[cH:23][cH:24]2)[n:14][cH:15]1. The reactants are ClC1=CC=C(C=C1)C1(N=C(N(C1(C)C1=CC=C(C=C1)Cl)C(=O)Cl)C1=C(C=C(C=C1)C(C)(C)C#N)OCC)C (rac-(4S*,5R*)-4,5-bis-(4-chloro-phenyl)-2-[4-(cyano-dimethyl-methyl)-2-ethoxy-phenyl]-4,5-dimethyl-4,5-dihydro-imidazole-1-carbonyl chloride), Cl.Cl.O=S1(CCC(CC1)N1CCNCC1)=O (1-(1,1-dioxo-tetrahydro-2H-thiopyran-4-yl)-piperazine dihydrochloride). Product: ClC1=CC=C(C=C1)[C@@]1(N=C(N([C@]1(C)C1=CC=C(C=C1)Cl)C(=O)N1CCN(CC1)C1CCS(CC1)(=O)=O)C1=C(C=C(C=C1)C(C#N)(C)C)OCC)C (2-(4-{(4S,5R)-4,5-Bis-(4-chloro-phenyl)-1-[4-(1,1-dioxo-tetrahydro-2H-thiopyran-4-yl)-piperazine-1-carbonyl]-4,5-dimethyl-4,5-dihydro-1H-imidazol-2-yl}-3-ethoxy-phenyl)-2-methyl-propionitrile). As a reaction SMILES: [Cl:1][C:2]1[CH:7]=[CH:6][C:5]([C:8]2([CH3:38])[C:12]([C:14]3[CH:19]=[CH:18][C:17]([Cl:20])=[CH:16][CH:15]=3)([CH3:13])[N:11]([C:21](Cl)=[O:22])[C:10]([C:24]3[CH:29]=[CH:28][C:27]([C:30]([C:33]#[N:34])([CH3:32])[CH3:31])=[CH:26][C:25]=3[O:35][CH2:36][CH3:37])=[N:9]2)=[CH:4][CH:3]=1.Cl.Cl.[O:41]=[S:42]1(=[O:54])[CH2:47][CH2:46][CH:45]([N:48]2[CH2:53][CH2:52][NH:51][CH2:50][CH2:49]2)[CH2:44][CH2:43]1>>[Cl:1][C:2]1[CH:7]=[CH:6][C:5]([C@@:8]2([CH3:38])[C@:12]([C:14]3[CH:15]=[CH:16][C:17]([Cl:20])=[CH:18][CH:19]=3)([CH3:13])[N:11]([C:21]([N:51]3[CH2:52][CH2:53][N:48]([CH:45]4[CH2:44][CH2:43][S:42](=[O:41])(=[O:54])[CH2:47][CH2:46]4)[CH2:49][CH2:50]3)=[O:22])[C:10]([C:24]3[CH:29]=[CH:28][C:27]([C:30]([CH3:31])([CH3:32])[C:33]#[N:34])=[CH:26][C:25]=3[O:35][CH2:36][CH3:37])=[N:9]2)=[CH:4][CH:3]=1 |f:1.2.3|. Procedure: In a manner analogous to the method described in example 5, rac-(4S*,5R*)-4,5-bis-(4-chloro-phenyl)-2-[4-(cyano-dimethyl-methyl)-2-ethoxy-phenyl]-4,5-dimethyl-4,5-dihydro-imidazole-1-carbonyl chloride was reacted with 1-(1,1-dioxo-tetrahydro-2H-thiopyran-4-yl)-piperazine dihydrochloride to give the title compound as a racemic mixture. The enantiomers were then separated by supercritical fluid chromatography (Berger Instrument Multi-Gram II, Daicel ChiralPak OD-H 3×25 cm, 35° C. at 100 bar, eluti... The reactants are C(CCC)[Li] (n-butyllithium), C(C)OC(CC)=O (ethylpropionate), C(C)OC(CC)=O (Ethylpropionate), [Li].C(C)(C)[N-]C(C)C (lithium di-isopropylamide), COC1(CBr)CC(=CC=C1)OC (1,3-dimethoxybenzylbromide). The solvent is O1CCCC1 (tetrahydrofuran), CCCCCC (hexane), CN(P(N(C)C)(N(C)C)=O)C (hexamethylphosphoric acid triamide), O (Water). Conditions: temperature -70 celsius, time 10 minute. The product is C(C)OC(C(CC1=CC(=CC(=C1)OC)OC)C)=O (3-(3,5-dimethoxyphenyl)-2-methylpropionic acid ethylester). Isolated yield 76.9%. RXN SMILES: [CH2:1]([O:3][C:4](=[O:7])[CH2:5][CH3:6])[CH3:2].[Li].[CH:9]([N-]C(C)C)(C)C.C([Li])CCC.[CH3:21][O:22][C:23]1([CH:30]=[CH:29][CH:28]=[C:27]([O:31][CH3:32])[CH2:26]1)CBr>O1CCCC1.CCCCCC.CN(C)P(=O)(N(C)C)N(C)C.O>[CH2:1]([O:3][C:4](=[O:7])[CH:5]([CH3:9])[CH2:6][C:29]1[CH:28]=[C:27]([O:31][CH3:32])[CH:26]=[C:23]([O:22][CH3:21])[CH:30]=1)[CH3:2] |f:1.2,^1:7|. Procedure: Ethylpropionate (10.2 g; 0.1 mol) was added dropwise to a solution of lithium-di-isopropylamide (0.1 mol) which was obtained by mixing at 0° C. under nitrogen 10 g di-isopropylamine in 100 ml dry tetrahydrofuran with n-butyllithium in hexane (45.5 ml; 2.2 M). After the addition of ethylpropionate (which was carried out at a temperature of -78° C.) the mixture was stirred at -78° C. for 10 minutes, whereafter a solution of 1,3-dimethoxybenzylbromide (23.0 g; 0.1 mol) in dry hexamethylphosphoric a...